Dataset: the Open Reaction Database (ORD), a public repository of structured organic reaction records. Task: describe an organic reaction: reactants, conditions, products, and yield Reactants: C1COC2(CCC(CC2)=O)O1 (1,4-cyclohexanedione mono-ethylene ketal), O (Water), C(CCC)[Li] (n-butyllithium), BrC=1C=NC=NC1 (5-bromopyrimidine). Solvent: C1CCOC1 (THF), C1CCOC1 (THF). Yields the product N1=CN=CC(=C1)C1(CCC2(OCCO2)CC1)O (8-pyrimidin-5-yl-1,4-dioxaspiro[4,5]decan-8-ol). Yield: 12.1%. RXN SMILES: C([Li])CCC.Br[C:7]1[CH:8]=[N:9][CH:10]=[N:11][CH:12]=1.[CH2:13]1[O:23][C:16]2([CH2:21][CH2:20][C:19](=[O:22])[CH2:18][CH2:17]2)[O:15][CH2:14]1.O>C1COCC1>[N:9]1[CH:8]=[C:7]([C:19]2([OH:22])[CH2:20][CH2:21][C:16]3([O:23][CH2:13][CH2:14][O:15]3)[CH2:17][CH2:18]2)[CH:12]=[N:11][CH:10]=1. Procedure details: A solution of n-butyllithium (4.32 mL of 1.6 M solution in hexane, 6.92 mmol) was added to 5-bromopyrimidine (1.0 g, 6.29 mmol) in THF (10 mL) at −78° C. with stirring under N2. After being stirred at −78° C. for 1 h, a solution of 1,4-cyclohexanedione mono-ethylene ketal (0.982 g, 6.29 mmol) in THF (10 mL) was added to the lithiated compound solution via syringe and stirred for 4 h at −78° C. Water (5 mL) was added, and the reaction mixture was warmed to room temperature and extracted using EtO... The reactants are C(C)N(C(=O)C1=C(C=CC(=C1)C=1C=NN(C1)CCCO)NC1=NC(=NC=C1C(F)(F)F)NC1=C(C=C(CP(OCC)(O)=O)C=C1)OC)CC (Ethyl hydrogen (4-{[4-({2-(diethylcarbamoyl)-4-[1-(3-hydroxypropyl)-1H-pyrazol-4-yl]phenyl}amino)-5-(trifluoromethyl)pyrimidin-2-yl]amino}-3-methoxybenzyl)phosphonate), OCC(CN1N=CC(=C1)C1=CC=C(C(=N1)C(NC)=O)NC1=NC(=NC=C1C(F)(F)F)NC1=C(C=C(CP(OCC)(OCC)=O)C=C1)OC)C (diethyl (4-{[4-({6-[1-(3-hydroxy-2-methylpropyl)-1H-pyrazol-4-yl]-2-(methylcarbamoyl)pyridin-3-yl}amino)-5-(trifluoromethyl)pyrimidin-2-yl]amino}-3-methoxybenzyl)phosphonate), OCC(CN1N=CC(=C1)C1=CC=C(C(=N1)C(NC)=O)NC1=NC(=NC=C1C(F)(F)F)NC1=C(C=C(CP(OCC)(OCC)=O)C=C1)OC)C (diethyl (4-{[4-({6-[1-(3-hydroxy-2-methylpropyl)-1H-pyrazol-4-yl]-2-(methylcarbamoyl)pyridin-3-yl}amino)-5-(trifluoromethyl)pyrimidin-2-yl]amino}-3-methoxybenzyl)phosphonate). Product: OCC(CN1N=CC(=C1)C1=CC=C(C(=N1)C(NC)=O)NC1=NC(=NC=C1C(F)(F)F)NC1=C(C=C(CP(OCC)(O)=O)C=C1)OC)C (Ethyl hydrogen (4-{[4-({6-[1-(3-hydroxy-2-methylpropyl)-1H-pyrazol-4-yl]-2-(methylcarbamoyl)pyridin-3-yl}amino)-5-(trifluoromethyl)pyrimidin-2-yl]amino}-3-methoxybenzyl)phosphonate). As a reaction SMILES: C(N(CC)C(C1C=C(C2C=NN(CCCO)C=2)C=CC=1NC1C(C(F)(F)F)=CN=C(NC2C=CC(CP(=O)(O)OCC)=CC=2OC)N=1)=O)C.[OH:50][CH2:51][CH:52]([CH3:98])[CH2:53][N:54]1[CH:58]=[C:57]([C:59]2[N:64]=[C:63]([C:65](=[O:68])[NH:66][CH3:67])[C:62]([NH:69][C:70]3[C:75]([C:76]([F:79])([F:78])[F:77])=[CH:74][N:73]=[C:72]([NH:80][C:81]4[CH:95]=[CH:94][C:84]([CH2:85][P:86](=[O:93])([O:90]CC)[O:87][CH2:88][CH3:89])=[CH:83][C:82]=4[O:96][CH3:97])[N:71]=3)=[CH:61][CH:60]=2)[CH:56]=[N:55]1>>[OH:50][CH2:51][CH:52]([CH3:98])[CH2:53][N:54]1[CH:58]=[C:57]([C:59]2[N:64]=[C:63]([C:65](=[O:68])[NH:66][CH3:67])[C:62]([NH:69][C:70]3[C:75]([C:76]([F:79])([F:77])[F:78])=[CH:74][N:73]=[C:72]([NH:80][C:81]4[CH:95]=[CH:94][C:84]([CH2:85][P:86](=[O:90])([OH:93])[O:87][CH2:88][CH3:89])=[CH:83][C:82]=4[O:96][CH3:97])[N:71]=3)=[CH:61][CH:60]=2)[CH:56]=[N:55]1. Reported procedure: Prepared analogously to Compound 3A using diethyl (4-{[4-({6-[1-(3-hydroxy-2-methylpropyl)-1H-pyrazol-4-yl]-2-(methylcarbamoyl)pyridin-3-yl}amino)-5-(trifluoromethyl)pyrimidin-2-yl]amino}-3-methoxybenzyl)phosphonate (Compound 18B): 1H NMR (CD3OD, 400 MHz): δ=9.02 (br. s., 1H), 8.52 (s, 1H), 8.32 (s, 1H), 8.25 (s, 1H), 7.75 (d, J=8.8 Hz, 1H), 7.64 (br. s., 1H), 7.12 (s, 1H), 6.98-6.92 (m, 1H), 4.29 (dd, J=6.7, 13.5 Hz, 1H), 4.08 (dd, J=7.1, 13.6 Hz, 1H), 3.92-3.83 (m, 5H), 3.48 (d, J=5.8 Hz, 2H),...